The task is: describe an organic reaction: reactants, conditions, products, and yield. This data is from the Open Reaction Database (ORD), a public repository of structured organic reaction records. The reactants are CS(=O)(=O)c1ccc(N)cc1, CCO, O=Cc1cccc([N+](=O)[O-])c1. The product is CS(=O)(=O)c1ccc(N=Cc2cccc([N+](=O)[O-])c2)cc1. As a reaction SMILES: [CH3:1][S:2](=[O:3])(=[O:4])[c:5]1[cH:6][cH:7][c:8]([NH2:11])[cH:9][cH:10]1.[CH3:23][CH2:24][OH:25].[N+:12](=[O:13])([O-:14])[c:15]1[cH:16][c:17]([CH:18]=[O:19])[cH:20][cH:21][cH:22]1>>[CH3:1][S:2](=[O:3])(=[O:4])[c:5]1[cH:6][cH:7][c:8]([N:11]=[CH:18][c:17]2[cH:16][c:15]([N+:12](=[O:13])[O-:14])[cH:22][cH:21][cH:20]2)[cH:9][cH:10]1. Starting materials: O.C1(=CC=CC=C1)S(=O)(=O)O (Bezenesulfonic acid monohydrate), solution. Solvent: C1(=CC=CC=C1)C (toluene). Yields the product C1(=CC=CC=C1)S(=O)(=O)O (benzenesulfonic acid). Isolated yield 291.9%. RXN SMILES: O.[C:2]1([S:8]([OH:11])(=[O:10])=[O:9])[CH:7]=[CH:6][CH:5]=[CH:4][CH:3]=1>C1(C)C=CC=CC=1>[C:2]1([S:8]([OH:11])(=[O:10])=[O:9])[CH:7]=[CH:6][CH:5]=[CH:4][CH:3]=1 |f:0.1|. Procedure: Bezenesulfonic acid monohydrate (1.06 g, 6 mmol) was dried by azeotroping off the water of a benzene solution (twice) and adding the dried acid solution to a solution of example 415 (2.81 g, 6 mmol) in toluene (40 ml). The solvents were removed in vacuo (twice) and the resulting residue recrystallized twice from toluene and dried under high vacuum overnight give 2.77 g of benzenesulfonic acid salt as a white solid. mp 157-159° C. [α]D25=+16.9° (CH3OH, c=0.23 g/dL). Anal. Calcd for C34H42N3O5FS: ... Reactants: O=S1(=O)CCOc2ccccc21, O, O=[N+]([O-])O, O=S(=O)(O)O. The product is O=[N+]([O-])c1ccc2c(c1)S(=O)(=O)CCO2. RXN SMILES: [O:10]1[CH2:11][CH2:12][S:13](=[O:20])(=[O:21])[c:14]2[c:15]1[cH:16][cH:17][cH:18][cH:19]2.[OH2:22].[OH:6][N+:7]([O-:8])=[O:9].[S:1](=[O:2])(=[O:3])([OH:4])[OH:5]>>[O-:6][N+:7](=[O:9])[c:18]1[cH:17][cH:16][c:15]2[c:14]([cH:19]1)[S:13](=[O:20])(=[O:21])[CH2:12][CH2:11][O:10]2. Starting materials: CCOC(=O)CCCN(C(=O)OC(C)C)c1c(C(=O)OC)ccc2c1CCC2, CC(C)(C)[O-], [Cl-], Cl, [K+], [Li+], C1CCOC1. Yields the product CC(C)OC(=O)N1CCCC(=O)c2ccc3c(c21)CCC3. RXN SMILES: [CH3:1][O:2][C:3]([c:5]1[c:6]([N:14]([C:15](=[O:16])[O:17][CH:18]([CH3:19])[CH3:20])[CH2:21][CH2:22][CH2:23][C:24]([O:4][CH2:26][CH3:27])=[O:25])[c:7]2[c:11]([cH:12][cH:13]1)[CH2:10][CH2:9][CH2:8]2)=[O:28].[CH3:29][C:30]([CH3:31])([O-:32])[CH3:33].[Cl-:37].[ClH:35].[K+:34].[Li+:36].[O:38]1[CH2:39][CH2:40][CH2:41][CH2:42]1>>[c:5]12[c:6]([c:7]3[c:11]([cH:12][cH:13]1)[CH2:10][CH2:9][CH2:8]3)[N:14]([C:15](=[O:16])[O:17][CH:18]([CH3:19])[CH3:20])[CH2:21][CH2:22][CH2:23][C:24]2=[O:25]. Reactants: BrC=1C=C2C(C(=CN(C2=CC1OC)[C@@H](C(C)C)C(O[SiH2]C(C)(C)C)(C)C)C(=O)OCC)=O (Ethyl 6-bromo-1-((S)-1-(tert-butyldimethyl-silanyloxymethyl)-2-methylpropyl)-7-methoxy-4-oxo-1,4-dihydroquinoline-3-carboxylate), [Br-].ClC=1C(=C(C[Zn+])C=CC1)F (3-chloro-2-fluorobenzylzinc bromide), C1(=CC=CC=C1)P(C1=CC=CC=C1)C1=CC=CC=C1 (triphenylphosphine), [Cl-].[NH4+] (ammonium chloride). The reagents and catalysts are C=1C=CC(=CC1)/C=C/C(=O)/C=C/C2=CC=CC=C2.C=1C=CC(=CC1)/C=C/C(=O)/C=C/C2=CC=CC=C2.C=1C=CC(=CC1)/C=C/C(=O)/C=C/C2=CC=CC=C2.[Pd].[Pd] (tris(dibenzylideneacetone)dipalladium(0)). Solvent: O1CCCC1 (tetrahydrofuran), CN1C(CCC1)=O (1-methyl-2-pyrrolidinone), O1CCCC1 (tetrahydrofuran), C1(=CC=CC=C1)C (toluene). Conditions: time 1 hour. Yields the product C(C)(C)(C)[SiH2]OC([C@H](C(C)C)N1C=C(C(C2=CC(=C(C=C12)OC)CC1=C(C(=CC=C1)Cl)F)=O)C(=O)OCC)(C)C (ethyl 1-((S)-1-(tert-butyldimethyl-silanyloxymethyl)-2-methylpropyl)-6-(3-chloro-2-fluorobenzyl)-7-methoxy-4-oxo-1,4-dihydroquinoline-3-carboxylate). Reaction SMILES: C1(P(C2C=CC=CC=2)C2C=CC=CC=2)C=CC=CC=1.Br[C:21]1[CH:22]=[C:23]2[C:28](=[CH:29][C:30]=1[O:31][CH3:32])[N:27]([C@H:33]([C:37]([CH3:45])([CH3:44])[O:38][SiH2:39][C:40]([CH3:43])([CH3:42])[CH3:41])[CH:34]([CH3:36])[CH3:35])[CH:26]=[C:25]([C:46]([O:48][CH2:49][CH3:50])=[O:47])[C:24]2=[O:51].[Br-].[Cl:53][C:54]1[C:55]([F:62])=[C:56]([CH:59]=[CH:60][CH:61]=1)[CH2:57][Zn+].[Cl-].[NH4+]>O1CCCC1.C1C=CC(/C=C/C(/C=C/C2C=CC=CC=2)=O)=CC=1.C1C=CC(/C=C/C(/C=C/C2C=CC=CC=2)=O)=CC=1.C1C=CC(/C=C/C(/C=C/C2C=CC=CC=2)=O)=CC=1.[Pd].[Pd].C1(C)C=CC=CC=1.CN1CCCC1=O>[C:40]([SiH2:39][O:38][C:37]([CH3:45])([CH3:44])[C@@H:33]([N:27]1[C:28]2[C:23](=[CH:22][C:21]([CH2:57][C:56]3[CH:59]=[CH:60][CH:61]=[C:54]([Cl:53])[C:55]=3[F:62])=[C:30]([O:31][CH3:32])[CH:29]=2)[C:24](=[O:51])[C:25]([C:46]([O:48][CH2:49][CH3:50])=[O:47])=[CH:26]1)[CH:34]([CH3:35])[CH3:36])([CH3:43])([CH3:41])[CH3:42] |f:2.3,4.5,7.8.9.10.11|. Reported procedure: Under a nitrogen atmosphere, tris(dibenzylideneacetone)dipalladium(0) (332 mg) and triphenylphosphine (299 mg) were added to tetrahydrofuran (40 mL), and the mixture was stirred at room temperature for 1 hr. Ethyl 6-bromo-1-((S)-1-(tert-butyldimethyl-silanyloxymethyl)-2-methylpropyl)-7-methoxy-4-oxo-1,4-dihydroquinoline-3-carboxylate (10.0 g) obtained in Step 7 of Example 1/1-methyl-2-pyrrolidinone (80 mL) solution and a solution (26.2 g) of 29% 3-chloro-2-fluorobenzylzinc bromide in tetrahydrof...